Dataset: the Open Reaction Database (ORD), a public repository of structured organic reaction records. Task: describe an organic reaction: reactants, conditions, products, and yield Reactants: CO, Cc1ccoc1C(=O)Cc1cccc(Cl)n1, Cl, NO, [Na+], [OH-]. The product is Cc1ccoc1C(Cc1cccc(Cl)n1)=NO. RXN SMILES: [CH3:22][OH:23].[Cl:1][c:2]1[cH:3][cH:4][cH:5][c:6]([CH2:8][C:9](=[O:10])[c:11]2[o:12][cH:13][cH:14][c:15]2[CH3:16])[n:7]1.[ClH:17].[NH2:18][OH:19].[Na+:21].[OH-:20]>>[Cl:1][c:2]1[cH:3][cH:4][cH:5][c:6]([CH2:8][C:9]([c:11]2[o:12][cH:13][cH:14][c:15]2[CH3:16])=[N:18][OH:19])[n:7]1. Reactants: BrC=1C(=NC=C(C(=O)NC2=CC=C(C=C2)OC(F)(F)F)C1)N1C[C@H](CC1)CO ((S)-5-bromo-6-(3-(hydroxymethyl)pyrrolidin-1-yl)-N-(4-(trifluoromethoxy)phenyl)nicotinamide), CC1=CC=C(C=N1)B(O)O ((6-methylpyridin-3-yl)boronic acid). The product is OC[C@@H]1CN(CC1)C1=NC=C(C=C1C=1C=NC(=CC1)C)C(=O)NC1=CC=C(C=C1)OC(F)(F)F ((S)-2-(3-(Hydroxymethyl)pyrrolidin-1-yl)-6′-methyl-N-(4-(trifluoromethoxy)phenyl)-[3,3′-bipyridine]-5-carboxamide). RXN SMILES: Br[C:2]1[C:3]([N:22]2[CH2:26][CH2:25][C@H:24]([CH2:27][OH:28])[CH2:23]2)=[N:4][CH:5]=[C:6]([CH:21]=1)[C:7]([NH:9][C:10]1[CH:15]=[CH:14][C:13]([O:16][C:17]([F:20])([F:19])[F:18])=[CH:12][CH:11]=1)=[O:8].[CH3:29][C:30]1[N:35]=[CH:34][C:33](B(O)O)=[CH:32][CH:31]=1>>[OH:28][CH2:27][C@H:24]1[CH2:25][CH2:26][N:22]([C:3]2[C:2]([C:33]3[CH:34]=[N:35][C:30]([CH3:29])=[CH:31][CH:32]=3)=[CH:21][C:6]([C:7]([NH:9][C:10]3[CH:15]=[CH:14][C:13]([O:16][C:17]([F:20])([F:19])[F:18])=[CH:12][CH:11]=3)=[O:8])=[CH:5][N:4]=2)[CH2:23]1. Reported procedure: The title compound was prepared in an analogous fashion to that described in Example 75 using (S)-5-bromo-6-(3-(hydroxymethyl)pyrrolidin-1-yl)-N-(4-(trifluoromethoxy)phenyl)nicotinamide (Stage 78.1) and (6-methylpyridin-3-yl)boronic acid to afford a white solid. UPLC-MS (condition 1) tR=1.80 min, m/z=473.1-474.1 [M+H]+, m/z=472.2-471.2 [M−H]−; 1H-NMR (400 MHz, DMSO-d6) δ ppm 1.51-1.61 (m, 1H) 1.78-1.88 (m, 1H) 2.17-2.25 (m, 1H) 2.53 (s, 3H) 2.99 (dd, J=11.00, 6.85 Hz, 1H) 3.11-3.19 (m, 2H) 3.22-... The reactants are N1=C(C=CC=C1)C=O (2-pyridine-carboxaldehyde), CC1=C(N)C(=CC=C1)C (2,6-dimethylaniline). Reagents/catalysts: C(=O)O (formic acid). The solvent is CO (methanol). Run at time 5 hour. The product is CC1=C(C(=CC=C1)C)N=CC1=NC=CC=C1 (2-(N-(2,6-dimethylphenyl)-iminomethyl)-pyridine). Reaction SMILES: [N:1]1[CH:6]=[CH:5][CH:4]=[CH:3][C:2]=1[CH:7]=O.[CH3:9][C:10]1[CH:16]=[CH:15][CH:14]=[C:13]([CH3:17])[C:11]=1[NH2:12]>C(O)=O.CO>[CH3:9][C:10]1[CH:16]=[CH:15][CH:14]=[C:13]([CH3:17])[C:11]=1[N:12]=[CH:7][C:2]1[CH:3]=[CH:4][CH:5]=[CH:6][N:1]=1. Procedure details: A mixture of 2-pyridine-carboxaldehyde (10 ml, 0.1 mole), 2,6-dimethylaniline (12.9 ml, 0.1 mole), 3 drops of formic acid and 30 ml methanol was stirred for five hours. The methanol was removed under vacuum. An oil-like residue was recrystallized from n-hexane. 2-(N-(2,6-dimethylphenyl)-iminomethyl)-pyridine was isolated as yellow crystals. Yield: 13.6 g (62%). 1H NMR (200 MHz; CDCl3; δ, ppm; J, Hz): 2.17 s (6H, CH3), 6.94-7.12 m (3H, C6H3), 7.39 d,d,d (1H, H(5) 3J4,5=7.5, 3J5,6=4.9, 4J3,5=1.3);... Reactants: CC#N, CC(=O)O, CN1CCCCC1, O. Product: CC(=O)O, CN1CCCCC1. As a reaction SMILES: [CH3:13][C:14]#[N:15].[CH3:1][C:2]([OH:3])=[O:4].[CH3:5][N:6]1[CH2:7][CH2:8][CH2:9][CH2:10][CH2:11]1.[OH2:12]>>[CH3:1][C:2](=[O:3])[OH:4].[CH3:5][N:6]1[CH2:7][CH2:8][CH2:9][CH2:10][CH2:11]1. Starting materials: BrC1=C2C=NN(C2=CC(=C1)Cl)C1=CC(=C(C=C1)OCC1=CC=CC=C1)F (4-Bromo-6-chloro-1-{3-fluoro-4-[(phenylmethyl)oxy]phenyl}-1H-indazole), [OH-].[K+] (KOH), CC(C)(C)P(C1=C(C=CC=C1)C1=C(C=C(C=C1C(C)C)C(C)C)C(C)C)C(C)(C)C (bis(1,1-dimethylethyl)[2′,4′,6′-tris(1-methylethyl)-2-biphenylyl]phosphane). The reagents and catalysts are C=1C=CC(=CC1)/C=C/C(=O)/C=C/C2=CC=CC=C2.C=1C=CC(=CC1)/C=C/C(=O)/C=C/C2=CC=CC=C2.C=1C=CC(=CC1)/C=C/C(=O)/C=C/C2=CC=CC=C2.[Pd].[Pd] (Pd2 dba3). Solvent: O1CCOCC1 (dioxane), O (water), CCOC(=O)C (EtOAc), O (water). The product is ClC=1C=C(C=2C=NN(C2C1)C1=CC(=C(C=C1)OCC1=CC=CC=C1)F)O (6-Chloro-1-{3-fluoro-4-[(phenylmethyl)oxy]phenyl}-1H-indazol-4-ol). The yield is 17.1%. As a reaction SMILES: Br[C:2]1[CH:10]=[C:9]([Cl:11])[CH:8]=[C:7]2[C:3]=1[CH:4]=[N:5][N:6]2[C:12]1[CH:17]=[CH:16][C:15]([O:18][CH2:19][C:20]2[CH:25]=[CH:24][CH:23]=[CH:22][CH:21]=2)=[C:14]([F:26])[CH:13]=1.[OH-:27].[K+].CC(P(C(C)(C)C)C1C=CC=CC=1C1C(C(C)C)=CC(C(C)C)=CC=1C(C)C)(C)C>O1CCOCC1.O.CCOC(C)=O.C1C=CC(/C=C/C(/C=C/C2C=CC=CC=2)=O)=CC=1.C1C=CC(/C=C/C(/C=C/C2C=CC=CC=2)=O)=CC=1.C1C=CC(/C=C/C(/C=C/C2C=CC=CC=2)=O)=CC=1.[Pd].[Pd]>[Cl:11][C:9]1[CH:10]=[C:2]([OH:27])[C:3]2[CH:4]=[N:5][N:6]([C:12]3[CH:17]=[CH:16][C:15]([O:18][CH2:19][C:20]4[CH:25]=[CH:24][CH:23]=[CH:22][CH:21]=4)=[C:14]([F:26])[CH:13]=3)[C:7]=2[CH:8]=1 |f:1.2,7.8.9.10.11|. Procedure: A solution of 4-bromo-6-chloro-1-{3-fluoro-4-[(phenylmethyl)oxy]phenyl}-1H-indazole (D10) (410 mg, 0.95 mmol) and KOH (212 mg, 3.8 mmol) in dioxane (10 mL) and water (10 mL) was sonicated under a flow of argon for 5 minutes after which the bis(1,1-dimethylethyl)[2′,4′,6′-tris(1-methylethyl)-2-biphenylyl]phosphane (24 mg, 0.057 mmol) and Pd2 dba3 (17 mg, 0.019 mmol) were added and it was heated to reflux for 2 hours. The mixture was then cooled to room temperature, diluted with EtOAc and water an... Solvent: COOCCOOC (ethyleneglycol dimethoxy ether). The yield is 113.1%. Reported procedure: 1-Butyl-4-chloro-6-(2-fluoro-phenyl)-3-methyl-1H-pyrazolo[3,4-d]pyrimidine (100 mg, 0.31 mmole) and 4-aminopyridine (58 mg, 0.626 mmole) were combined in ethyleneglycol dimethoxy ether and heated to reflux for 4 hours. The reaction mixture was cooled and the product was isolated by filtration, washed with minimum cold solvent and dried to give 132 mg of product. 50 mg of this material was subjected to HPLC purification on reversed phase C18 column, eluting with gradient of water/acetonitrile/0.1... The product is C(CCC)N1N=C(C=2C1=NC(=NC2NC2=CC=NC=C2)C2=C(C=CC=C2)F)C ([1-Butyl-6-(2-fluoro-phenyl)-3-methyl-1H-pyrazolo[3,4-d]pyrimidin-4-yl]-pyridin-4-yl-amine). RXN SMILES: [CH2:1]([N:5]1[C:9]2=[N:10][C:11]([C:15]3[CH:20]=[CH:19][CH:18]=[CH:17][C:16]=3[F:21])=[N:12][C:13](Cl)=[C:8]2[C:7]([CH3:22])=[N:6]1)[CH2:2][CH2:3][CH3:4].[NH2:23][C:24]1[CH:29]=[CH:28][N:27]=[CH:26][CH:25]=1>COOCCOOC>[CH2:1]([N:5]1[C:9]2=[N:10][C:11]([C:15]3[CH:20]=[CH:19][CH:18]=[CH:17][C:16]=3[F:21])=[N:12][C:13]([NH:23][C:24]3[CH:29]=[CH:28][N:27]=[CH:26][CH:25]=3)=[C:8]2[C:7]([CH3:22])=[N:6]1)[CH2:2][CH2:3][CH3:4]. Starting materials: C(CCC)N1N=C(C=2C1=NC(=NC2Cl)C2=C(C=CC=C2)F)C (1-Butyl-4-chloro-6-(2-fluoro-phenyl)-3-methyl-1H-pyrazolo[3,4-d]pyrimidine), NC1=CC=NC=C1 (4-aminopyridine). Reactants: BrC=1C=C(C=CC1)C1=NC(=C2C=NC(=NN21)NC2=CC(=C(C(=C2)OC)OC)OC)C (7-(3-bromophenyl)-5-methyl-N-(3,4,5-trimethoxyphenyl)-imidazo[5,1-f][1,2,4]triazin-2-amine), NC=1C=C(C=CC1)S(=O)(=O)NC1CC1 (3-amino-N-cyclopropyl-benzenesulfonamide), C1=CC=C(C=C1)P(C2=CC=CC=C2)C3=C(C4=CC=CC=C4C=C3)C5=C(C=CC6=CC=CC=C65)P(C7=CC=CC=C7)C8=CC=CC=C8 ((S)-(−)-2,2′-Bis(diphenylphosphino)-1,1′-binaphthyl), Tris(dibenzylidineacetone)dipalladium (0), CC(C)([O-])C.[Na+] (sodium t-butoxide). Run in ClCCl (dichlormethane), O1CCOCC1 (1,4-dioxane), CO (methanol), C(C)(=O)OCC (ethyl acetate). Reaction conditions: temperature 140 celsius. The product is C1(CC1)NS(=O)(=O)C1=CC(=CC=C1)NC1=CC(=CC=C1)C1=NC(=C2C=NC(=NN21)NC2=CC(=C(C(=C2)OC)OC)OC)C (N-cyclopropyl-3-[(3-{5-methyl-2-[(3,4,5-trimethoxyphenyl)-amino]imidazo[5,1-f][1,2,4]triazin-7-yl}phenyl)amino]benzenesulfonamide). Yield: 30.1%. As a reaction SMILES: Br[C:2]1[CH:3]=[C:4]([C:8]2[N:16]3[C:11]([CH:12]=[N:13][C:14]([NH:17][C:18]4[CH:23]=[C:22]([O:24][CH3:25])[C:21]([O:26][CH3:27])=[C:20]([O:28][CH3:29])[CH:19]=4)=[N:15]3)=[C:10]([CH3:30])[N:9]=2)[CH:5]=[CH:6][CH:7]=1.[NH2:31][C:32]1[CH:33]=[C:34]([S:38]([NH:41][CH:42]2[CH2:44][CH2:43]2)(=[O:40])=[O:39])[CH:35]=[CH:36][CH:37]=1.C1C=CC(P(C2C=CC3C(=CC=CC=3)C=2C2C3C(=CC=CC=3)C=CC=2P(C2C=CC=CC=2)C2C=CC=CC=2)C2C=CC=CC=2)=CC=1.CC(C)([O-])C.[Na+]>CO.C(OCC)(=O)C.ClCCl.O1CCOCC1>[CH:42]1([NH:41][S:38]([C:34]2[CH:35]=[CH:36][CH:37]=[C:32]([NH:31][C:2]3[CH:7]=[CH:6][CH:5]=[C:4]([C:8]4[N:16]5[C:11]([CH:12]=[N:13][C:14]([NH:17][C:18]6[CH:23]=[C:22]([O:24][CH3:25])[C:21]([O:26][CH3:27])=[C:20]([O:28][CH3:29])[CH:19]=6)=[N:15]5)=[C:10]([CH3:30])[N:9]=4)[CH:3]=3)[CH:33]=2)(=[O:40])=[O:39])[CH2:44][CH2:43]1 |f:3.4|. Reported procedure: To a mixture of 7-(3-bromophenyl)-5-methyl-N-(3,4,5-trimethoxyphenyl)-imidazo[5,1-f][1,2,4]triazin-2-amine (Example 9) (20 mg, 0.042 mmol), 3-amino-N-cyclopropyl-benzenesulfonamide (10.8 mg, 0.051 mmol), (S)-(−)-2,2′-Bis(diphenylphosphino)-1,1′-binaphthyl ((S)-BINAP) (15.9 mg, 0.026 mmol), Tris(dibenzylidineacetone)dipalladium (0) (7.8 mg, 0.008 mmol) and sodium t-butoxide (13.8mg, 0.144 mmol) was added 1,4-dioxane (1.5 mL). In a sealed reaction vessel, the mixture was heated with microwave radi... Reactants: C(CCCCCCCCCCC)O (1-dodecanol), C(C)(C)O (isopropyl alcohol), O=P12OP3(=O)OP(=O)(O1)OP(=O)(O2)O3 (P2O5). Solvent: CCCCCC (hexane). Product: P(=O)(OCCCCCCCCCCCC)(OC(C)C)O (Dodecyl isopropyl hydrogen phosphate). Reaction SMILES: [CH2:1]([OH:13])[CH2:2][CH2:3][CH2:4][CH2:5][CH2:6][CH2:7][CH2:8][CH2:9][CH2:10][CH2:11][CH3:12].[CH:14]([OH:17])([CH3:16])[CH3:15].[O:18]=[P:19]12OP3(OP(OP(O3)(O1)=O)(=O)[O:20]2)=O>CCCCCC>[P:19]([OH:20])([O:17][CH:14]([CH3:16])[CH3:15])([O:13][CH2:1][CH2:2][CH2:3][CH2:4][CH2:5][CH2:6][CH2:7][CH2:8][CH2:9][CH2:10][CH2:11][CH3:12])=[O:18]. Procedure details: Dodecyl isopropyl hydrogen phosphate was prepared by slowly adding a mixture of 0.2 g. mole each of 1-dodecanol and isopropyl alcohol to a stirred slurry of 0.1 g. mole of P2O5 in 100 ml. hexane, holding the temperature of the reaction mixture below its boiling point by use of a water bath. After the addition was complete, stirring was continued until the mixture was clear and then the hexane was distilled off, the last portion under reduced pressure. The product was a clear, colorless liquid wh... Product: C(CC)NC1CC2=C(C=CC=C2CC1)NC(C)=O (2-Propylamino-8-acetamido-1,2,3,4-tetrahydronaphthalene), oil. Isolated yield 31.0%. RXN SMILES: Br[C:2]1[CH:3]=[CH:4][CH:5]=[C:6]2[C:11]=1[CH2:10][CH:9]([N:12]([CH2:16][CH2:17][CH3:18])CCC)[CH2:8][CH2:7]2.[C:19]([NH2:22])(=[O:21])[CH3:20].[OH-].[NH4+]>>[CH2:16]([NH:12][CH:9]1[CH2:8][CH2:7][C:6]2[C:11](=[C:2]([NH:22][C:19](=[O:21])[CH3:20])[CH:3]=[CH:4][CH:5]=2)[CH2:10]1)[CH2:17][CH3:18] |f:2.3|. The reactants are BrC=1C=CC=C2CCC(CC12)N(CCC)CCC (8-bromo-2-di-n-propylamino-1,2,3,4-tetrahydronaphthalene), C(C)(=O)N (acetamide), cuprous iodide, [OH-].[NH4+] (ammonium hydroxide). Procedure details: To 8-bromo-2-di-n-propylamino-1,2,3,4-tetrahydronaphthalene (500 mg, 1.6 mMol) were added acetamide (5 gm) and cuprous iodide (340 mg, 1.8 mMol), and the mixture was heated at 180° C. for four hours. The dark reaction mixture was then poured into a slurry of ice and ammonium hydroxide. This mixture was extracted well with dichloromethane, and the combined extracts were washed with water, dried over sodium sulfate and concentrated in vacuo to give a dark viscous residue. Purification by flash chr... Conditions: temperature 180 celsius.